This data is from the Open Reaction Database (ORD), a public repository of structured organic reaction records. The task is: describe an organic reaction: reactants, conditions, products, and yield Starting materials: C(C)OC(CC1CCN(CC1)C1=NC=C(C=C1N)C1=CC=CC=C1)=O ((3′-amino-5′-phenyl-3,4,5,6-tetrahydro-2H-[1,2′]bipyridinyl-4-yl)-acetic acid ethyl ester), ClC=1C=C(C(=O)Cl)C=CC1 (3-chlorobenzoyl chloride). The solvent is C(C)#N (acetonitrile). Run at time 2 hour. The product is C(C)OC(CC1CCN(CC1)C1=NC=C(C=C1NC(C1=CC(=CC=C1)Cl)=O)C1=CC=CC=C1)=O ([3′-(3-chloro-benzoylamino)-5′-phenyl-3,4,5,6-tetrahydro-2H-[1,2′]bipyridinyl-4-yl]-acetic acid ethyl ester). Isolated yield 83.0%. RXN SMILES: [CH2:1]([O:3][C:4](=[O:25])[CH2:5][CH:6]1[CH2:11][CH2:10][N:9]([C:12]2[C:17]([NH2:18])=[CH:16][C:15]([C:19]3[CH:24]=[CH:23][CH:22]=[CH:21][CH:20]=3)=[CH:14][N:13]=2)[CH2:8][CH2:7]1)[CH3:2].[Cl:26][C:27]1[CH:28]=[C:29]([CH:33]=[CH:34][CH:35]=1)[C:30](Cl)=[O:31]>C(#N)C>[CH2:1]([O:3][C:4](=[O:25])[CH2:5][CH:6]1[CH2:11][CH2:10][N:9]([C:12]2[C:17]([NH:18][C:30](=[O:31])[C:29]3[CH:33]=[CH:34][CH:35]=[C:27]([Cl:26])[CH:28]=3)=[CH:16][C:15]([C:19]3[CH:20]=[CH:21][CH:22]=[CH:23][CH:24]=3)=[CH:14][N:13]=2)[CH2:8][CH2:7]1)[CH3:2]. Procedure: To a solution of 0.10 g (0.29 mmol) of (3′-amino-5′-phenyl-3,4,5,6-tetrahydro-2H-[1,2′]bipyridinyl-4-yl)-acetic acid ethyl ester in acetonitrile (5 mL) is added 0.041 mL (0.32 mmol) of 3-chlorobenzoyl chloride. The mixture is stirred at room temperature for 2 hours then concentrated under reduced pressure. A saturated aqueous solution of ammonium chloride is added and the mixture is extracted with ethyl acetate. The combined organic phase is dried over anhydrous sodium sulfate and concentrated u... Reactants: CC(C)(C)OC(=O)NCCCCC(NC(=O)OCC1c2ccccc2-c2ccccc21)C(=O)O, CCN=C=NCCCN(C)C, CCN(C(C)C)C(C)C, ClCCl, Cl, On1nnc2ccccc21, OCc1ccccc1. Yields the product CC(C)(C)OC(=O)NCCCCC(NC(=O)OCC1c2ccccc2-c2ccccc21)C(=O)OCc1ccccc1. Reaction SMILES: [C:1]([CH3:2])([CH3:3])([CH3:4])[O:5][C:6](=[O:7])[NH:8][CH2:9][CH2:10][CH2:11][CH2:12][CH:13]([C:14](=[O:15])[OH:16])[NH:17][C:18](=[O:19])[O:20][CH2:21][CH:22]1[c:23]2[cH:24][cH:25][cH:26][cH:27][c:28]2-[c:29]2[cH:30][cH:31][cH:32][cH:33][c:34]21.[CH2:54]([N:55]=[C:56]=[N:57][CH2:58][CH2:59][CH2:60][N:61]([CH3:62])[CH3:63])[CH3:64].[CH2:65]([N:66]([CH:67]([CH3:68])[CH3:69])[CH:70]([CH3:71])[CH3:72])[CH3:73].[Cl:74][CH2:75][Cl:76].[ClH:53].[OH:43][n:44]1[c:45]2[cH:46][cH:47][cH:48][cH:49][c:50]2[n:51][n:52]1.[c:35]1([CH2:41][OH:42])[cH:36][cH:37][cH:38][cH:39][cH:40]1>>[C:1]([CH3:2])([CH3:3])([CH3:4])[O:5][C:6](=[O:7])[NH:8][CH2:9][CH2:10][CH2:11][CH2:12][CH:13]([C:14]([O:15][CH2:41][c:35]1[cH:36][cH:37][cH:38][cH:39][cH:40]1)=[O:16])[NH:17][C:18](=[O:19])[O:20][CH2:21][CH:22]1[c:23]2[cH:24][cH:25][cH:26][cH:27][c:28]2-[c:29]2[cH:30][cH:31][cH:32][cH:33][c:34]21. The reactants are C(C)OC(C(C(=O)OCC)=CNC1=CC(=C(C=C1)OC)C=1C(=NOC1C)C)=O (Diethyl({[3-(3,5-dimethyl-4-isoxazolyl)-4-(methyloxy)phenyl]amino}methylidene)propanedioate), CC1=NOC(=C1C1=C(C=CC(=C1)[N+](=O)[O-])OC)C (3,5-dimethyl-4-[2-(methyloxy)-5-nitrophenyl]isoxazole). Solvent: C1(=CC=CC=C1)OC1=CC=CC=C1 (diphenyl ether). Run at time 8 hour. Product: CC1=NOC(=C1C1=C(C=C2C(=C(C=NC2=C1)C(=O)OCC)O)OC)C (ethyl 7-(3,5-dimethyl-4-isoxazolyl)-4-hydroxy-6-(methyloxy)-3-quinolinecarboxylate). Isolated yield 92.0%. As a reaction SMILES: [CH2:1]([O:3][C:4](=[O:28])[C:5](=[CH:11][NH:12][C:13]1[CH:18]=[CH:17][C:16]([O:19][CH3:20])=[C:15]([C:21]2[C:22]([CH3:27])=[N:23][O:24][C:25]=2[CH3:26])[CH:14]=1)[C:6]([O:8]CC)=O)[CH3:2].CC1C(C2C=C([N+]([O-])=O)C=CC=2OC)=C(C)ON=1>C1(OC2C=CC=CC=2)C=CC=CC=1>[CH3:27][C:22]1[C:21]([C:15]2[CH:14]=[C:13]3[C:18]([C:6]([OH:8])=[C:5]([C:4]([O:3][CH2:1][CH3:2])=[O:28])[CH:11]=[N:12]3)=[CH:17][C:16]=2[O:19][CH3:20])=[C:25]([CH3:26])[O:24][N:23]=1. Reported procedure: Diethyl({[3-(3,5-dimethyl-4-isoxazolyl)-4-(methyloxy)phenyl]amino}methylidene)propanedioate (for a preparation see Intermediate 3) (35 g, 90 mmol) was added in small portions over 10 min to boiling diphenyl ether (500 ml)—vigorous effervescence results. The mixture was heated at reflux for 20 min, the heater was switched off and removed from the vessel and the solution allowed to cool in air over 2 h to 40° C., giving some precipitation of a brown granular solid. The mixture was diluted with eth... Starting materials: FC1CCNCC1 (4-Fluoropiperidine), C([O-])(O)=O.[Na+] (sodium bicarbonate), C(=O)=O (carbon dioxide), C(#N)CC(=O)O (cyanoacetic acid). Run in O1CCOCC1 (dioxane), O (water), O (water). Conditions: temperature 65 celsius, time 8 hour. The product is FC1CCN(CC1)CC(C#N)=C (2-(4-Fluoro-1-piperidylmethyl)propenenitrile). Reaction SMILES: [F:1][CH:2]1[CH2:7][CH2:6][NH:5][CH2:4][CH2:3]1.[C:8]([CH2:10][C:11](O)=O)#[N:9].[C:14](=O)=O.C(=O)(O)[O-].[Na+]>O.O1CCOCC1>[F:1][CH:2]1[CH2:7][CH2:6][N:5]([CH2:14][C:10](=[CH2:11])[C:8]#[N:9])[CH2:4][CH2:3]1 |f:3.4|. Procedure: 4-Fluoropiperidine (0.7 g., 0.005 mole) was dissolved in a mixture of 3 ml. of dioxane and 2 ml. of water containing cyanoacetic acid (0.43 g., 0.005 mole). The solution was heated to 65° C. and carbon dioxide evolution began. It was maintained at 60°-65° C. for 21/2 hours and allowed to stand overnight. A solid gummy residue, 1 gm., was obtained upon stripping in a bath at 55° C. and at 1 mm. It was taken up in a small amount of water, made alkaline with sodium bicarbonate and extracted with et... Reactants: Fc1ccc2[nH]cc(C3CCNCC3)c2c1, C1COCCO1, CN(C)C1(c2ccccc2)CCC(NC(=O)Oc2ccccc2)CC1. The product is CN(C)C1(c2ccccc2)CCC(NC(=O)N2CCC(c3c[nH]c4ccc(F)cc34)CC2)CC1. As a reaction SMILES: [F:26][c:27]1[cH:28][c:29]2[c:30]([CH:36]3[CH2:37][CH2:38][NH:39][CH2:40][CH2:41]3)[cH:31][nH:32][c:33]2[cH:34][cH:35]1.[O:42]1[CH2:43][CH2:44][O:45][CH2:46][CH2:47]1.[c:1]1([O:2][C:8]([NH:9][CH:10]2[CH2:11][CH2:12][C:13]([c:16]3[cH:17][cH:18][cH:19][cH:20][cH:21]3)([N:22]([CH3:23])[CH3:24])[CH2:14][CH2:15]2)=[O:25])[cH:3][cH:4][cH:5][cH:6][cH:7]1>>[C:8]([NH:9][CH:10]1[CH2:11][CH2:12][C:13]([c:16]2[cH:17][cH:18][cH:19][cH:20][cH:21]2)([N:22]([CH3:23])[CH3:24])[CH2:14][CH2:15]1)(=[O:25])[N:39]1[CH2:38][CH2:37][CH:36]([c:30]2[c:29]3[cH:28][c:27]([F:26])[cH:35][cH:34][c:33]3[nH:32][cH:31]2)[CH2:41][CH2:40]1. The reactants are C(C)C1=C(N=C(C(=N1)C(=O)N)NC1=CC=C(C=C1)C1CCN(CC1)C)OC1=CC(=CC=C1)[N+](=O)[O-] (6-ethyl-3-{[4-(1-methylpiperidin-4-yl)phenyl]amino}-5-(3-nitrophenoxy)pyrazine-2-carboxamide), C(O)([O-])=O.[Na+] (sodium hydrogen carbonate), [Cl-].[NH4+] (ammonium chloride). Reagents/catalysts: [Zn] (zinc). Solvent: C(C)O (ethanol), O (water). Reaction conditions: temperature 80 celsius, time 3 hour. The product is NC=1C=C(OC=2N=C(C(=NC2CC)C(=O)N)NC2=CC=C(C=C2)C2CCN(CC2)C)C=CC1 (5-(3-aminophenoxy)-6-ethyl-3-{[4-(1-methylpiperidin-4-yl)phenyl]amino}pyrazine-2-carboxamide). The yield is 54.4%. As a reaction SMILES: [CH2:1]([C:3]1[N:8]=[C:7]([C:9]([NH2:11])=[O:10])[C:6]([NH:12][C:13]2[CH:18]=[CH:17][C:16]([CH:19]3[CH2:24][CH2:23][N:22]([CH3:25])[CH2:21][CH2:20]3)=[CH:15][CH:14]=2)=[N:5][C:4]=1[O:26][C:27]1[CH:32]=[CH:31][CH:30]=[C:29]([N+:33]([O-])=O)[CH:28]=1)[CH3:2].[Cl-].[NH4+].C(=O)([O-])O.[Na+]>C(O)C.O.[Zn]>[NH2:33][C:29]1[CH:28]=[C:27]([CH:32]=[CH:31][CH:30]=1)[O:26][C:4]1[N:5]=[C:6]([NH:12][C:13]2[CH:18]=[CH:17][C:16]([CH:19]3[CH2:24][CH2:23][N:22]([CH3:25])[CH2:21][CH2:20]3)=[CH:15][CH:14]=2)[C:7]([C:9]([NH2:11])=[O:10])=[N:8][C:3]=1[CH2:1][CH3:2] |f:1.2,3.4|. Procedure: A mixture of 6-ethyl-3-{[4-(1-methylpiperidin-4-yl)phenyl]amino}-5-(3-nitrophenoxy)pyrazine-2-carboxamide (500 mg) in ethanol (10 mL) and water (10 mL) were heated to 80° C., and zinc powder (686 mg) and ammonium chloride (561 mg) were added thereto, followed by stirring at 80° C. for 3 hours. The reaction mixture was left to be cooled, and then a saturated aqueous sodium hydrogen carbonate solution was added thereto, followed by extraction with ethyl acetate. The organic phase was washed with s... The solvent is FC(C(=O)O)(F)F (trifluoroacetic acid). As a reaction SMILES: C([O:5][C:6]([C@H:8]1[CH2:12][CH2:11][CH2:10][N:9]1[C:13](=[O:40])[CH2:14][O:15][C:16]1[CH:21]=[CH:20][CH:19]=[C:18]([O:22][CH3:23])[C:17]=1[O:24][CH2:25][C:26]([N:28]1[CH2:32][CH2:31][CH2:30][C@@H:29]1[C:33]([O:35]C(C)(C)C)=[O:34])=[O:27])=[O:7])(C)(C)C>FC(F)(F)C(O)=O>[C:33]([C@H:29]1[CH2:30][CH2:31][CH2:32][N:28]1[C:26](=[O:27])[CH2:25][O:24][C:17]1[C:18]([O:22][CH3:23])=[CH:19][CH:20]=[CH:21][C:16]=1[O:15][CH2:14][C:13]([N:9]1[CH2:10][CH2:11][CH2:12][C@@H:8]1[C:6]([OH:7])=[O:5])=[O:40])([OH:35])=[O:34]. Procedure: A solution of 345 mg (0.61 mmol) (R)-1-[[2-[2-[(R)-2-tert-butoxycarbonyl-pyrrolidin-1-yl]-2-oxo-ethoxy]-3-methoxy-phenoxy]-acetyl]-pyrrolidine-2-carboxylic acid tert-butyl ester in 4 ml trifluoroacetic acid was stirred for 4 h at room temperature. The solvent was removed in vacuo and the residue suspended in 10 ml ether. The resulting suspension was stirred overnight. Filtration and drying gave 265 mg (96%) of the title compound as a white powder. Reaction conditions: time 8 hour. Isolated yield 96.4%. Product: C(=O)(O)[C@@H]1N(CCC1)C(COC1=C(OCC(=O)N2[C@H](CCC2)C(=O)O)C=CC=C1OC)=O ((R)-1-[[2-[2-[(R)-2-carboxy-pyrrolidin-1-yl]-2-oxo-ethoxy]-3-methoxy-phenoxy]-acetyl]-pyrrolidine-2-carboxylic acid). The reactants are C(C)(C)(C)OC(=O)[C@@H]1N(CCC1)C(COC1=C(C(=CC=C1)OC)OCC(=O)N1[C@H](CCC1)C(=O)OC(C)(C)C)=O ((R)-1-[[2-[2-[(R)-2-tert-butoxycarbonyl-pyrrolidin-1-yl]-2-oxo-ethoxy]-3-methoxy-phenoxy]-acetyl]-pyrrolidine-2-carboxylic acid tert-butyl ester).